describe an organic reaction: reactants, conditions, products, and yield From a dataset of the Open Reaction Database (ORD), a public repository of structured organic reaction records. Product: N#CC1=CC2CCC(C1)N2CC(F)(F)F. As a reaction SMILES: [C:12](#[N:13])[C:14]1([OH:27])[CH2:15][CH:16]2[CH2:17][CH2:18][CH:19]([CH2:20]1)[N:21]2[CH2:22][C:23]([F:24])([F:25])[F:26].[CH3:28][CH2:29][O:30][CH2:31][CH3:32].[P:1]([Cl:2])([Cl:3])([Cl:4])=[O:5].[cH:6]1[cH:7][cH:8][n:9][cH:10][cH:11]1>>[C:12](#[N:13])[C:14]1=[CH:20][CH:19]2[CH2:18][CH2:17][CH:16]([CH2:15]1)[N:21]2[CH2:22][C:23]([F:24])([F:25])[F:26]. Reactants: N#CC1(O)CC2CCC(C1)N2CC(F)(F)F, CCOCC, O=P(Cl)(Cl)Cl, c1ccncc1.